From a dataset of the Open Reaction Database (ORD), a public repository of structured organic reaction records. describe an organic reaction: reactants, conditions, products, and yield The reactants are C(=O)(O)C1C(CCCC1)C(=O)N[C@@H](CC1=CC=CC=C1)C(=O)N[C@@H](CC(C)C)C(=O)O (N-[N-[(2-carboxycyclohexyl)carbonyl]-L-phenylalanyl]-L-leucine), CO (methanol), [H][H] (hydrogen), phenylmethyl ester, C(C)(=O)OCC.CCCCCC (ethyl acetate hexane). Reagents/catalysts: [Pd] (palladium on carbon). Solvent: C1(=CC=CC=C1)C (toluene), C(C)(=O)O (acetic acid), C(C)O (ethanol). Yields the product C(=O)(O)[C@H]1[C@@H](CCCC1)C(=O)N[C@H](CC1=CC=CC=C1)C(=O)N[C@H](CC(C)C)C(=O)O ((trans)(R,R)-N-[N-[(2-Carboxycyclohexyl)carbonyl]-L-phenylalanyl]-L-leucine). As a reaction SMILES: [H][H].C(OCC)(=O)C.CCCCCC.[C:15]([CH:18]1[CH2:23][CH2:22][CH2:21][CH2:20][CH:19]1[C:24]([NH:26][C@H:27]([C:35]([NH:37][C@H:38]([C:43]([OH:45])=[O:44])[CH2:39][CH:40]([CH3:42])[CH3:41])=[O:36])[CH2:28][C:29]1[CH:34]=[CH:33][CH:32]=[CH:31][CH:30]=1)=[O:25])([OH:17])=[O:16].CO>C(O)C.[Pd].C(O)(=O)C.C1(C)C=CC=CC=1>[C:15]([C@@H:18]1[CH2:23][CH2:22][CH2:21][CH2:20][C@H:19]1[C:24]([NH:26][C@@H:27]([C:35]([NH:37][C@@H:38]([C:43]([OH:45])=[O:44])[CH2:39][CH:40]([CH3:41])[CH3:42])=[O:36])[CH2:28][C:29]1[CH:34]=[CH:33][CH:32]=[CH:31][CH:30]=1)=[O:25])([OH:17])=[O:16] |f:1.2|. Reported procedure: An argon flushed solution of this phenylmethyl ester product (0.71 g., 1.2 mmole) in 95% ethanol (30 ml.) is treated with 10% palladium on carbon catalyst (70 mg.). The mixture is hydrogenated under a positive pressure of hydrogen, with thorough stirring, overnight at room temperature. After filtering the mixture through Celite, the filtrate is concentrated in vacuo to give 0.41 g. of a light brown solid. An analytical sample is prepared by recrystallization of 0.33 g. from ethyl acetate/hexane ...